Dataset: the Open Reaction Database (ORD), a public repository of structured organic reaction records. Task: describe an organic reaction: reactants, conditions, products, and yield Procedure: Prepared similarly to Intermediate 38 from 2-(butyloxy)-9-(6-chlorohexyl)-8-(methyloxy)-9H-purin-6-amine and piperidine. As a reaction SMILES: [CH2:1]([O:5][C:6]1[N:14]=[C:13]2[C:9]([N:10]=[C:11]([O:22][CH3:23])[N:12]2[CH2:15][CH2:16][CH2:17][CH2:18][CH2:19][CH2:20]Cl)=[C:8]([NH2:24])[N:7]=1)[CH2:2][CH2:3][CH3:4].[NH:25]1[CH2:30][CH2:29][CH2:28][CH2:27][CH2:26]1>>[CH2:1]([O:5][C:6]1[N:14]=[C:13]2[C:9]([N:10]=[C:11]([O:22][CH3:23])[N:12]2[CH2:15][CH2:16][CH2:17][CH2:18][CH2:19][CH2:20][N:25]2[CH2:30][CH2:29][CH2:28][CH2:27][CH2:26]2)=[C:8]([NH2:24])[N:7]=1)[CH2:2][CH2:3][CH3:4]. Product: C(CCC)OC1=NC(=C2N=C(N(C2=N1)CCCCCCN1CCCCC1)OC)N (2-(Butyloxy)-8-(methyloxy)-9-[6-(1-piperidinyl)hexyl]-9H-purin-6-amine). Starting materials: Intermediate 38, C(CCC)OC1=NC(=C2N=C(N(C2=N1)CCCCCCCl)OC)N (2-(butyloxy)-9-(6-chlorohexyl)-8-(methyloxy)-9H-purin-6-amine), N1CCCCC1 (piperidine). Yields the product C1(CC1)C1=C(C(=NO1)C1=C(C=CC=C1Cl)Cl)C(=O)OCC (ethyl 5-cyclopropyl-3-(2,6-dichlorophenyl)-4-isoxazolecarboxylate). Starting materials: ClC1=C(C=NO)C(=CC=C1)Cl (2,6-dichlorobenzaldehyde oxime), ClN1C(CCC1=O)=O (N-chlorosuccinimide), imidoyl chloride, C1(CC1)C(CC(=O)OCC)=O (ethyl 3-cyclopropyl-3-oxopropanoate), [O-]CC.[Na+] (sodium ethoxide). Solvent: CN(C=O)C (N,N-dimethylformamide), O (water), O (water), O (water), C1CCOC1 (THF), O (water). Yield: 7.6%. As a reaction SMILES: [Cl:1][C:2]1[CH:10]=[CH:9][CH:8]=[C:7]([Cl:11])[C:3]=1[CH:4]=[N:5][OH:6].ClN1C(=O)CCC1=O.[CH:20]1([C:23](=O)[CH2:24][C:25]([O:27][CH2:28][CH3:29])=[O:26])[CH2:22][CH2:21]1.[O-]CC.[Na+]>CN(C)C=O.C1COCC1.O>[CH:20]1([C:23]2[O:6][N:5]=[C:4]([C:3]3[C:2]([Cl:1])=[CH:10][CH:9]=[CH:8][C:7]=3[Cl:11])[C:24]=2[C:25]([O:27][CH2:28][CH3:29])=[O:26])[CH2:22][CH2:21]1 |f:3.4|. Reported procedure: To a water bath-cooled solution of 2,6-dichlorobenzaldehyde oxime (2.20 g, 11.6 mmol) in N,N-dimethylformamide (7 mL) was added solid N-chlorosuccinimide (1.55 g, 11.6 mmol). The solutions were stirred while in the water bath for approximately 20 min and the outside the bath for approximately 1 hour. The solution was poured into water and extracted twice with ether. The combined organic layers containing the crude imidoyl chloride were dried over magnesium sulfate and then concentrated. To a sep... Run at time 1 hour. The reactants are CC(=O)OCC1=C(N2[C@@H]([C@@H](C2=O)N)SC1)C(=O)O (7-aminocephalosporanic acid), CC1=NOC(=C1)C(O)=S (3-methylisoxazole-5-thiocarboxylic acid), C1CCC2=NCCCN2CC1 (DBU), N1=CC(=CC=C1)C (beta-picoline), Cl (hydrochloric acid). The solvent is C(C)(C)O.O (isopropanol water). Reaction conditions: time 90 minute. The product is NC1[C@@H]2N(C(=C(CS2)CSC(=O)C2=CC(=NO2)C)C(=O)O)C1=O (7-amino-3[(3-methylisoxazol-5-yl)carbonylthiomethyl]-3-cephem-4-carboxylic acid). Yield: 76.6%. As a reaction SMILES: [CH3:1][C:2]1[CH:6]=[C:5]([C:7](=[S:9])[OH:8])[O:4][N:3]=1.C1CCN2C(=NCCC2)CC1.N1C=CC=C(C)C=1.CC(O[CH2:32][C:33]1[CH2:42][S:41][C@@H:36]2[C@H:37]([NH2:40])[C:38](=[O:39])[N:35]2[C:34]=1[C:43]([OH:45])=[O:44])=O.Cl>C(O)(C)C.O>[NH2:40][CH:37]1[C:38](=[O:39])[N:35]2[C:34]([C:43]([OH:45])=[O:44])=[C:33]([CH2:32][S:9][C:7]([C:5]3[O:4][N:3]=[C:2]([CH3:1])[CH:6]=3)=[O:8])[CH2:42][S:41][C@H:36]12 |f:5.6|. Reported procedure: 4.29 g (3 cmole) of 3-methylisoxazole-5-thiocarboxylic acid were dissolved in 300 ml of 60% isopropanol-water and there were added 1.6 ml of DBU (Example 9) and 3 ml of beta-picoline. At 65° C., there were added in one shot 3.0 g of 7-aminocephalosporanic acid, 90%. The mixture was stirred for 90 minutes and the reaction isoelectric pH was held to 5.5. The precipitate which formed was isolated after adjusting the pH to 4.0 at 25° C. by concentrated hydrochloric acid. The precipitate was filtered... Starting materials: BrCC1CC1, O=C([O-])[O-], CCO, [K+], [K+], c1ccc2c(c1)ccn2C1CCNCC1, O=C([O-])[O-]. The product is c1ccc2c(c1)ccn2C1CCN(CC2CC2)CC1. Reaction SMILES: [Br:22][CH2:23][CH:24]1[CH2:25][CH2:26]1.[C:16](=[O:17])([O-:18])[O-:19].[CH3:31][CH2:32][OH:33].[K+:20].[K+:21].[NH:1]1[CH2:2][CH2:3][CH:4]([n:7]2[cH:8][cH:9][c:10]3[cH:11][cH:12][cH:13][cH:14][c:15]23)[CH2:5][CH2:6]1.[O-:27][C:28](=[O:29])[O-:30]>>[N:1]1([CH2:23][CH:24]2[CH2:25][CH2:26]2)[CH2:2][CH2:3][CH:4]([n:7]2[cH:8][cH:9][c:10]3[cH:11][cH:12][cH:13][cH:14][c:15]23)[CH2:5][CH2:6]1. Starting materials: O=C1CCC(N2C(=O)c3cccc(OCc4ccc(CBr)cc4)c3C2=O)C(=O)N1, CC#N, CCN(C(C)C)C(C)C, c1ccc(C2CCNCC2)cc1. Product: O=C1CCC(N2C(=O)c3cccc(OCc4ccc(CN5CCC(c6ccccc6)CC5)cc4)c3C2=O)C(=O)N1. RXN SMILES: [Br:1][CH2:2][c:3]1[cH:4][cH:5][c:6]([CH2:7][O:8][c:9]2[c:10]3[c:14]([cH:15][cH:16][cH:17]2)[C:13](=[O:18])[N:12]([CH:19]2[C:20](=[O:26])[NH:21][C:22](=[O:25])[CH2:23][CH2:24]2)[C:11]3=[O:27])[cH:28][cH:29]1.[CH3:51][C:52]#[N:53].[CH:42]([N:43]([CH2:44][CH3:45])[CH:46]([CH3:47])[CH3:48])([CH3:49])[CH3:50].[c:30]1([CH:36]2[CH2:37][CH2:38][NH:39][CH2:40][CH2:41]2)[cH:31][cH:32][cH:33][cH:34][cH:35]1>>[CH2:2]([c:3]1[cH:4][cH:5][c:6]([CH2:7][O:8][c:9]2[c:10]3[c:14]([cH:15][cH:16][cH:17]2)[C:13](=[O:18])[N:12]([CH:19]2[C:20](=[O:26])[NH:21][C:22](=[O:25])[CH2:23][CH2:24]2)[C:11]3=[O:27])[cH:28][cH:29]1)[N:39]1[CH2:38][CH2:37][CH:36]([c:30]2[cH:31][cH:32][cH:33][cH:34][cH:35]2)[CH2:41][CH2:40]1. Product: FCC(OC=1C(OC(C1C1=CC=C(C=C1)S(=O)(=O)C)(C)C)=O)C (3-(2-Fluoro-1-methylethoxy)-5,5-dimethyl-4-(4-methylsulfonylphenyl)-5H-furan-2-one). Solvent: C(Cl)Cl (CH2Cl2). Conditions: time 18 hour. RXN SMILES: O[CH2:2][CH:3]([CH3:23])[O:4][C:5]1[C:6](=[O:22])[O:7][C:8]([CH3:21])([CH3:20])[C:9]=1[C:10]1[CH:15]=[CH:14][C:13]([S:16]([CH3:19])(=[O:18])=[O:17])=[CH:12][CH:11]=1.CCN(S(F)(F)[F:30])CC>C(Cl)Cl>[F:30][CH2:2][CH:3]([CH3:23])[O:4][C:5]1[C:6](=[O:22])[O:7][C:8]([CH3:21])([CH3:20])[C:9]=1[C:10]1[CH:15]=[CH:14][C:13]([S:16]([CH3:19])(=[O:18])=[O:17])=[CH:12][CH:11]=1. Reported procedure: To the alcohol of Example 12 Step 2 (300 mg, 0.882 mmol) in CH2Cl2 (10 mL) at 0∞C. was added DAST (142 mL, 1.05 mmol). After a period of 18 h at room temperature and 2 days at reflux, the reaction mixture was partitioned between 25% aqueous NH4OAc and EtOAc. The organic phase was separated, dried over Na2SO4, filtered and evaporated under reduced pressure. The title compound (48 mg) was purified by flash chromatography. Starting materials: OCC(OC=1C(OC(C1C1=CC=C(C=C1)S(=O)(=O)C)(C)C)=O)C (3-(2-Hydroxy-1-methylethoxy)-5,5-dimethyl-4-(4-methylsulfonylphenyl)-5H-furan-2-one), CCN(CC)S(F)(F)F (DAST).